From a dataset of the Open Reaction Database (ORD), a public repository of structured organic reaction records. describe an organic reaction: reactants, conditions, products, and yield Solvent: C(C)(=O)O (acetic acid), C(C)(=O)O (acetic acid). Starting materials: C(C1=CC=CC=C1)(=O)OC1=C(C=CC=C1)OC (2-methoxyphenyl benzoate), BrBr (bromine). Run at time 30 minute. As a reaction SMILES: [C:1]([O:9][C:10]1[CH:15]=[CH:14][CH:13]=[CH:12][C:11]=1[O:16][CH3:17])(=[O:8])[C:2]1[CH:7]=[CH:6][CH:5]=[CH:4][CH:3]=1.[Br:18]Br>C(O)(=O)C>[C:1]([O:9][C:10]1[CH:15]=[CH:14][C:13]([Br:18])=[CH:12][C:11]=1[O:16][CH3:17])(=[O:8])[C:2]1[CH:3]=[CH:4][CH:5]=[CH:6][CH:7]=1. The product is C(C1=CC=CC=C1)(=O)OC1=C(C=C(C=C1)Br)OC (4-bromo-2-methoxyphenyl benzoate). Procedure details: A stirred solution of 2-methoxyphenyl benzoate (29.1 g) in glacial acetic acid (150 mL) is treated with a solution of bromine (7.2 mL) in glacial acetic acid (25 mL) during a period of 20 minutes, and the solution is then stirred for a further period of 30 minutes at room temperature. The mixture is concentrated in vacuo, and the resulting residue is dissolved in methyl t-butyl ether (200 mL), washed with water (100 mL) and saturated aqueous sodium bicarbonate solution (3×100 mL), dried over mag... Reactants: C(CCC)OC(=O)C(CCC1=CC=CC=C1)N[C@@H]1C(N([C@@H](CSC1)C=1SC=CC1)CC(=O)OC(C)(C)C)=O (t-Butyl α-[6(R)-(1-butoxycarbonyl-3-phenylpropylamino)-5-oxo-3(S)-(2-thienyl)perhydro-1,4-thiazepin-4-yl]acetate), FC(C(=O)O)(F)F (trifluoroacetic acid). Yields the product C(CCC)OC(=O)[C@H](CCC1=CC=CC=C1)N[C@@H]1C(N([C@@H](CSC1)C=1SC=CC1)CC(=O)O)=O (α-{6(R)-[1(S)-Butoxycarbonyl-3-phenylpropylamino]-5-oxo-3(S)-(2-thienyl)perhydro-1,4-thiazepin-4-yl}acetic acid). As a reaction SMILES: [CH2:1]([O:5][C:6]([CH:8]([NH:17][C@H:18]1[CH2:24][S:23][CH2:22][C@@H:21]([C:25]2[S:26][CH:27]=[CH:28][CH:29]=2)[N:20]([CH2:30][C:31]([O:33]C(C)(C)C)=[O:32])[C:19]1=[O:38])[CH2:9][CH2:10][C:11]1[CH:16]=[CH:15][CH:14]=[CH:13][CH:12]=1)=[O:7])[CH2:2][CH2:3][CH3:4].FC(F)(F)C(O)=O>>[CH2:1]([O:5][C:6]([C@@H:8]([NH:17][C@H:18]1[CH2:24][S:23][CH2:22][C@@H:21]([C:25]2[S:26][CH:27]=[CH:28][CH:29]=2)[N:20]([CH2:30][C:31]([OH:33])=[O:32])[C:19]1=[O:38])[CH2:9][CH2:10][C:11]1[CH:16]=[CH:15][CH:14]=[CH:13][CH:12]=1)=[O:7])[CH2:2][CH2:3][CH3:4]. Procedure: 100 mg of isomer B of t-butyl α-[6(R)-(1-butoxycarbonyl-3-phenylpropylamino)-5-oxo-3(S)-(2-thienyl)perhydro-1,4-thiazepin-4-yl]acetate (prepared as described in Example 23) was treated with trifluoroacetic acid to remove its t-butyl group in the same manner as in Example 3. 60 mg of the title compound were obtained as an amorphous solid. The reactants are CCOc1nc(C(C)(C)C)ncc1C1=NC(C)(c2ccc(Cl)cc2)C(C)(c2ccc(Cl)cc2)N1C(=O)Cl, OC1CCCNC1. The product is CCOc1nc(C(C)(C)C)ncc1C1=NC(C)(c2ccc(Cl)cc2)C(C)(c2ccc(Cl)cc2)N1C(=O)N1CCCC(O)C1. As a reaction SMILES: [C:1]([CH3:2])([CH3:3])([CH3:4])[c:5]1[n:6][cH:7][c:8]([C:14]2=[N:18][C:17]([CH3:19])([c:20]3[cH:21][cH:22][c:23]([Cl:26])[cH:24][cH:25]3)[C:16]([CH3:27])([c:28]3[cH:29][cH:30][c:31]([Cl:34])[cH:32][cH:33]3)[N:15]2[C:35](=[O:36])[Cl:37])[c:9]([O:11][CH2:12][CH3:13])[n:10]1.[OH:38][CH:39]1[CH2:40][NH:41][CH2:42][CH2:43][CH2:44]1>>[C:1]([CH3:2])([CH3:3])([CH3:4])[c:5]1[n:6][cH:7][c:8]([C:14]2=[N:18][C:17]([CH3:19])([c:20]3[cH:21][cH:22][c:23]([Cl:26])[cH:24][cH:25]3)[C:16]([CH3:27])([c:28]3[cH:29][cH:30][c:31]([Cl:34])[cH:32][cH:33]3)[N:15]2[C:35](=[O:36])[N:41]2[CH2:40][CH:39]([OH:38])[CH2:44][CH2:43][CH2:42]2)[c:9]([O:11][CH2:12][CH3:13])[n:10]1.